Dataset: the Open Reaction Database (ORD), a public repository of structured organic reaction records. Task: describe an organic reaction: reactants, conditions, products, and yield Reactants: COC=1C2=C(C(=NC1)N1CCOCC1)SC(=N2)N (7-methoxy-4-morpholin-4-yl-thiazolo[5,4-c]pyridin-2-ylamine), N1=CC=CC=C1 (pyridine), ClC(=O)OC1=CC=CC=C1 (phenyl chloroformate). The solvent is ClCCl (dichloromethane), O1CCCC1 (tetrahydrofuran). Conditions: time 3 hour. The product is C1(=CC=CC=C1)OC(NC=1SC=2C(=NC=C(C2N1)OC)N1CCOCC1)=O ((7-methoxy-4-morpholin-4-yl-thiazolo[5,4-c]pyridin-2-yl)-carbamic acid phenyl ester). As a reaction SMILES: [CH3:1][O:2][C:3]1[C:4]2[N:17]=[C:16]([NH2:18])[S:15][C:5]=2[C:6]([N:9]2[CH2:14][CH2:13][O:12][CH2:11][CH2:10]2)=[N:7][CH:8]=1.N1C=CC=CC=1.Cl[C:26]([O:28][C:29]1[CH:34]=[CH:33][CH:32]=[CH:31][CH:30]=1)=[O:27]>ClCCl.O1CCCC1>[C:29]1([O:28][C:26](=[O:27])[NH:18][C:16]2[S:15][C:5]3[C:6]([N:9]4[CH2:10][CH2:11][O:12][CH2:13][CH2:14]4)=[N:7][CH:8]=[C:3]([O:2][CH3:1])[C:4]=3[N:17]=2)[CH:34]=[CH:33][CH:32]=[CH:31][CH:30]=1. Reported procedure: To a stirred suspension of 500 mg (1.88 mmol) 7-methoxy-4-morpholin-4-yl-thiazolo[5,4-c]pyridin-2-ylamine and 0.46 ml (5.63 mmol) pyridine in 15 ml dichloromethane and 5 ml tetrahydrofuran was added 0.28 ml (2.25 mmol) phenyl chloroformate and stirring continued at 50° C. for 3 h. The reaction mixture was then filtered and the filtrate concentrated in vacuo. Flash chromatography (ethyl acetate/heptane) afforded 535 mg 74%) (7-methoxy-4-morpholin-4-yl-thiazolo[5,4-c]pyridin-2-yl)-carbamic acid ph... Starting materials: C(C=CC1=CC=CC=C1)Br (cinnamyl bromide), Cl (hydrochloric acid), CNC(C#CC1=CC(=C(C(=C1)OC)OC)OC)=O (N-methyl-3,4,5-trimethoxyphenylpropiolamide), [H-].[Na+] (sodium hydride). Procedure: The solution of 10.0 g of N-methyl-3,4,5-trimethoxyphenylpropiolamide in 80 ml of dimethylformamide is added dropwise to the suspension of 1.05 g of sodium hydride in 10 ml of dimethylformamide while stirring and cooling with ice. The mixture is stirred for 1 hour at room temperature whereupon the solution of 8.0 g of cinnamyl bromide in 40 ml of dimethylformamide is added dropwise and stirring is continued for 15 hours at room temperature. The mixture is poured into the solution of 20 ml of 3N ... Reaction conditions: time 15 hour. The solvent is CN(C=O)C (dimethylformamide), O (water), CN(C=O)C (dimethylformamide), CN(C=O)C (dimethylformamide). RXN SMILES: [CH3:1][NH:2][C:3](=[O:18])[C:4]#[C:5][C:6]1[CH:11]=[C:10]([O:12][CH3:13])[C:9]([O:14][CH3:15])=[C:8]([O:16][CH3:17])[CH:7]=1.[H-].[Na+].[CH2:21](Br)[CH:22]=[CH:23][C:24]1[CH:29]=[CH:28][CH:27]=[CH:26][CH:25]=1.Cl>CN(C)C=O.O>[CH2:21]([N:2]([CH3:1])[C:3](=[O:18])[C:4]#[C:5][C:6]1[CH:7]=[C:8]([O:16][CH3:17])[C:9]([O:14][CH3:15])=[C:10]([O:12][CH3:13])[CH:11]=1)[CH:22]=[CH:23][C:24]1[CH:29]=[CH:28][CH:27]=[CH:26][CH:25]=1 |f:1.2|. Product: C(C=CC1=CC=CC=C1)N(C(C#CC1=CC(=C(C(=C1)OC)OC)OC)=O)C (N-cinnamyl-N-methyl-3,4,5-trimethoxyphenylpropiolamide).